Dataset: the Open Reaction Database (ORD), a public repository of structured organic reaction records. Task: describe an organic reaction: reactants, conditions, products, and yield The reactants are Cc1cc(C)cc(-c2ccc(C)c(N)c2)c1, COC(=O)c1cc(Cl)ccc1NC(=O)COCC(=O)O. Product: COC(=O)c1cc(Cl)ccc1NC(=O)COCC(=O)Nc1cc(-c2cc(C)cc(C)c2)ccc1C. Reaction SMILES: [CH3:1][c:2]1[cH:3][c:4](-[c:9]2[cH:10][c:11]([NH2:16])[c:12]([CH3:15])[cH:13][cH:14]2)[cH:5][c:6]([CH3:8])[cH:7]1.[Cl:17][c:18]1[cH:19][c:20]([C:33](=[O:34])[O:35][CH3:36])[c:21]([NH:24][C:25]([CH2:26][O:27][CH2:28][C:29](=[O:30])[OH:31])=[O:32])[cH:22][cH:23]1>>[CH3:1][c:2]1[cH:3][c:4](-[c:9]2[cH:10][c:11]([NH:16][C:29]([CH2:28][O:27][CH2:26][C:25]([NH:24][c:21]3[c:20]([C:33](=[O:34])[O:35][CH3:36])[cH:19][c:18]([Cl:17])[cH:23][cH:22]3)=[O:32])=[O:30])[c:12]([CH3:15])[cH:13][cH:14]2)[cH:5][c:6]([CH3:8])[cH:7]1. As a reaction SMILES: [CH2:43]1[O:44][CH2:45][CH2:46][CH2:47]1.[CH3:28][O:29][S:30]([c:31]1[cH:32][cH:33][c:34]([CH3:35])[cH:36][cH:37]1)(=[O:38])=[O:39].[CH3:49][CH2:50][O:51][CH2:52][CH3:53].[Cl-:42].[ClH:40].[H-:26].[Na+:27].[Na+:41].[OH2:48].[S:1]([c:2]1[c:3]([OH:13])[c:4]([C:9]([CH3:10])([CH3:11])[CH3:12])[cH:5][c:6]([CH3:8])[cH:7]1)[c:14]1[c:15]([OH:25])[c:16]([C:21]([CH3:22])([CH3:23])[CH3:24])[cH:17][c:18]([CH3:20])[cH:19]1>>[S:1]([c:2]1[c:3]([OH:13])[c:4]([C:9]([CH3:10])([CH3:11])[CH3:12])[cH:5][c:6]([CH3:8])[cH:7]1)[c:14]1[c:15]([O:25][CH3:28])[c:16]([C:21]([CH3:22])([CH3:23])[CH3:24])[cH:17][c:18]([CH3:20])[cH:19]1. Reactants: C1CCOC1, COS(=O)(=O)c1ccc(C)cc1, CCOCC, [Cl-], Cl, [H-], [Na+], [Na+], O, Cc1cc(Sc2cc(C)cc(C(C)(C)C)c2O)c(O)c(C(C)(C)C)c1. Product: COc1c(Sc2cc(C)cc(C(C)(C)C)c2O)cc(C)cc1C(C)(C)C. The solvent is O (water). As a reaction SMILES: Cl.[CH3:2][NH:3][O:4][CH3:5].[C:6](=O)(O)[O-].[Na+].[OH:11][C:12]1[CH:17]=[C:16]([CH3:18])[N:15]=C(N[N+]([O-])=O)[N:13]=1>O>[OH:11][C:12]1[CH:17]=[C:16]([CH3:18])[N:15]=[C:2]([N:3]([CH3:6])[O:4][CH3:5])[N:13]=1 |f:0.1,2.3|. Reported procedure: To a solution of N,O-dimethylhydroxylamine hydrochloride (7.7g) in water (40 ml) was added, firstly, sodium bicarbonate (6.5 g) and, secondly, 4-hydroxy-6-methyl-2-nitraminopyrimidine (10.8 g) and the resultant mixture was heated at 100°C for 2 hours. After filtering hot to remove traces of insoluble material the filtrate was cooled and extracted with chloroform (12 × 25 ml). The extracts were dried over anhydrous sodium sulphate and the solvent evaporated. The residual solid was recrystallised ... The product is OC1=NC(=NC(=C1)C)N(OC)C (4-hydroxy-6-methyl-2(N-methyl-N-methoxyamino) pyrimidine). The reactants are C([O-])(O)=O.[Na+] (sodium bicarbonate), OC1=NC(=NC(=C1)C)N[N+](=O)[O-] (4-hydroxy-6-methyl-2-nitraminopyrimidine), resultant mixture, Cl.CNOC (N,O-dimethylhydroxylamine hydrochloride). The reactants are C(C1=CC=CC=C1)(C1=CC=CC=C1)(C1=CC=CC=C1)Cl (trityl chloride), N12CCCCCC2=NCCC1 (1,8-diazabicyclo[5.4.0]undec-7-ene), OC1C=CC(C1)=O (4-hydroxy-2-cyclopentenone). Solvent: C(Cl)Cl (methylene chloride). Conditions: time 3 day. The product is C(C1=CC=CC=C1)(C1=CC=CC=C1)(C1=CC=CC=C1)OC1C=CC(C1)=O (4-trityloxy-2-cyclopentenone). Yield: 37.0%. RXN SMILES: [C:1](Cl)([C:14]1[CH:19]=[CH:18][CH:17]=[CH:16][CH:15]=1)([C:8]1[CH:13]=[CH:12][CH:11]=[CH:10][CH:9]=1)[C:2]1[CH:7]=[CH:6][CH:5]=[CH:4][CH:3]=1.N12CCCN=C1CCCCC2.[OH:32][CH:33]1[CH2:37][C:36](=[O:38])[CH:35]=[CH:34]1>C(Cl)Cl>[C:1]([O:38][CH:36]1[CH2:37][C:33](=[O:32])[CH:34]=[CH:35]1)([C:14]1[CH:19]=[CH:18][CH:17]=[CH:16][CH:15]=1)([C:8]1[CH:13]=[CH:12][CH:11]=[CH:10][CH:9]=1)[C:2]1[CH:7]=[CH:6][CH:5]=[CH:4][CH:3]=1. Procedure: A solution of trityl chloride (3.44 g, 12.3 mmol) in methylene chloride (20 mL) is treated sequentially with 1,8-diazabicyclo[5.4.0]undec-7-ene (2.2 mL, 14.7 mmol, DBU) and 4-hydroxy-2-cyclopentenone (1.01 g, 10.0 mmol, in 5 mL of methylene chloride, prepared in example 1). The reaction is stirred for 3 days at room temperature and then poured onto ice (approximately 25 mL). The phases are separated and the organic phase is washed with water (25 mL). The organic phase is dried over anhydrous mag... Starting materials: CCOC(=O)[C@@H]1N(C(CC1)=O)C(=O)OC(C)(C)C ((R)-5-oxopyrrolidine-1,2-dicarboxylic acid 1-tert-butyl ester 2-ethyl ester), ClC=1C=C(C=CC1)[Mg]Br (3-chlorophenylmagnesium bromide), O (Water). Solvent: O1CCCC1 (tetrahydrofuran). Conditions: time 1 hour. Product: C(C)(C)(C)OC(=O)N[C@@H](C(=O)OCC)CCC(=O)C1=CC(=CC=C1)Cl (ethyl (R)-2-tert-butoxycarbonylamino-5-(3-chlorophenyl)-5-oxopentanoate). As a reaction SMILES: [CH3:1][CH2:2][O:3][C:4]([C@H:6]1[CH2:10][CH2:9][C:8](=[O:11])[N:7]1[C:12]([O:14][C:15]([CH3:18])([CH3:17])[CH3:16])=[O:13])=[O:5].O.[Cl:20][C:21]1[CH:22]=[C:23]([Mg]Br)[CH:24]=[CH:25][CH:26]=1>O1CCCC1>[C:15]([O:14][C:12]([NH:7][C@H:6]([CH2:10][CH2:9][C:8]([C:25]1[CH:24]=[CH:23][CH:22]=[C:21]([Cl:20])[CH:26]=1)=[O:11])[C:4]([O:3][CH2:2][CH3:1])=[O:5])=[O:13])([CH3:18])([CH3:17])[CH3:16]. Procedure details: To a solution of (R)-5-oxopyrrolidine-1,2-dicarboxylic acid 1-tert-butyl ester 2-ethyl ester (2.0 g) in tetrahydrofuran (100 mL), 3-chlorophenylmagnesium bromide (0.5 M solution in tetrahydrofuran; 17.1 mL) was added dropwise at −40° C. over 20 minutes, and the reaction solution was stirred at −40° C. to 0° C. for one hour. Water was added to the solution in small portions at 0° C., followed by extraction with ethyl acetate. The extract was washed with brine, dried over anhydrous magnesium sulfa... Starting materials: C(C)N(C(C1=C(C=C(C(=C1)N=C=O)F)Cl)=O)CC (N,N-diethyl-2-chloro-4-fluoro-5-isocyanatobenzamide), suspension, O (water), FC(/C(=C/C(=O)OCC)/N)(F)F (ethyl 4,4,4-trifluoro-3-aminocrotonate), [H-].[Na+] (sodium hydride). The solvent is C1(=CC=CC=C1)C (toluene), C(C)(=O)O (acetic acid), CN(C=O)C (dimethylformamide), C1(=CC=CC=C1)C (toluene), CN(C=O)C (dimethylformamide). Reaction conditions: time 1 hour. Yields the product C(C)N(C(C1=C(C=C(C(=C1)N1C(NC(=CC1=O)C(F)(F)F)=O)F)Cl)=O)CC (N,N-diethyl-2-chloro-5-[3,6-dihydro-2,6-dioxo-4-trifluoromethyl-1(2H)-pyrimidinyl]-4-fluorobenzamide). As a reaction SMILES: [H-].[Na+].[F:3][C:4]([F:14])([F:13])/[C:5](/[NH2:12])=[CH:6]/[C:7]([O:9]CC)=O.[CH2:15]([N:17]([CH2:31][CH3:32])[C:18](=[O:30])[C:19]1[CH:24]=[C:23]([N:25]=[C:26]=[O:27])[C:22]([F:28])=[CH:21][C:20]=1[Cl:29])[CH3:16].O>CN(C)C=O.C1(C)C=CC=CC=1.C(O)(=O)C>[CH2:31]([N:17]([CH2:15][CH3:16])[C:18](=[O:30])[C:19]1[CH:24]=[C:23]([N:25]2[C:7](=[O:9])[CH:6]=[C:5]([C:4]([F:3])([F:13])[F:14])[NH:12][C:26]2=[O:27])[C:22]([F:28])=[CH:21][C:20]=1[Cl:29])[CH3:32] |f:0.1|. Reported procedure: An 80% suspension of 1.75 g of sodium hydride in refined oil is placed in 20 ml of dimethylformamide and 2.5 ml of toluene. 10.2 g of ethyl 4,4,4-trifluoro-3-aminocrotonate in 50 ml of dimethylformamide are added dropwise to the mixture at 5° to 15° C. and the thus-obtained reaction solution is stirred for 1 hour and subsequently cooled to -50° to -60° C. 12.6 g of N,N-diethyl-2-chloro-4-fluoro-5-isocyanatobenzamide in 25 ml of toluene are then added dropwise thereto and the mixture is stirred a... Reactants: Cl(=O)(=O)(=O)[O-].[N+](=O)([O-])C1=CC=C(O1)C1=NN(C=C1C=[N+](C)C)C1=CC=CC=C1 ([3-(5-nitro-2-furyl)-1-phenylpyrazol-4-ylmethylene]dimethylammonium perchlorate), C(C)(=O)[O-].[Na+] (sodium acetate), Cl.NO (hydroxylamine hydrochloride), CN(C=O)C (dimethylformamide). Run in O (water). Run at time 2 hour. The product is [N+](=O)([O-])C1=CC=C(O1)C1=NN(C=C1C=NO)C1=CC=CC=C1 (3-(5-nitro-2-furyl)-1-phenylpyrazole-4-carboxaldehydeoxime). Yield: 95.0%. As a reaction SMILES: Cl([O-])(=O)(=O)=O.[N+:6]([C:9]1[O:13][C:12]([C:14]2[C:18]([CH:19]=[N+:20](C)C)=[CH:17][N:16]([C:23]3[CH:28]=[CH:27][CH:26]=[CH:25][CH:24]=3)[N:15]=2)=[CH:11][CH:10]=1)([O-:8])=[O:7].C([O-])(=[O:31])C.[Na+].Cl.NO.CN(C)C=O>O>[N+:6]([C:9]1[O:13][C:12]([C:14]2[C:18]([CH:19]=[N:20][OH:31])=[CH:17][N:16]([C:23]3[CH:28]=[CH:27][CH:26]=[CH:25][CH:24]=3)[N:15]=2)=[CH:11][CH:10]=1)([O-:8])=[O:7] |f:0.1,2.3,4.5|. Procedure details: Add 2.0 g of [3-(5-nitro-2-furyl)-1-phenylpyrazol-4-ylmethylene]dimethylammonium perchlorate, 0.42 g of anhydrous sodium acetate and 0.36 g of hydroxylamine hydrochloride to 11 ml of dimethylformamide. Stir the resulting admixture for 2 hours at room temperature before adding 30 ml of water dropwise thereto to precipitate the title compound for a 95% yield of 3-(5-nitro-2-furyl)-1-phenylpyrazole-4-carboxaldehydeoxime [m.p. 199° to 201° C (with decomposition)].